The task is: describe an organic reaction: reactants, conditions, products, and yield. This data is from the Open Reaction Database (ORD), a public repository of structured organic reaction records. Reactants: C(C)(C)(C)OC(C1=CN=C(C(=C1)Cl)C=C)=O (5-chloro-6-vinyl-nicotinic acid tert.-butyl ester), C(=O)([O-])[O-].[Cs+].[Cs+] (Cs2CO3), C(C)(C)(C)P(C(C)(C)C)C(C)(C)C (tri(tert.-butyl)phosphine), tris(dibenzylidenacetone)dipalladium, B1(OB(OB(O1)C=C)C=C)C=C.C1=CC=NC=C1 (2,4,6-trivinylcyclotriboroxane pyridine complex). The solvent is O1CCOCC1 (dioxane). Run at temperature 100 celsius. The product is C(C)(C)(C)OC(C1=CN=C(C(=C1)C=C)C=C)=O (5,6-divinyl-nicotinic acid tert.-butyl ester). As a reaction SMILES: [C:1]([O:5][C:6](=[O:16])[C:7]1[CH:12]=[C:11](Cl)[C:10]([CH:14]=[CH2:15])=[N:9][CH:8]=1)([CH3:4])([CH3:3])[CH3:2].C([O-])([O-])=O.[Cs+].[Cs+].[C:23](P(C(C)(C)C)C(C)(C)C)(C)(C)[CH3:24].B1(C=C)OB(C=C)OB(C=C)O1.C1C=CN=CC=1>O1CCOCC1>[C:1]([O:5][C:6](=[O:16])[C:7]1[CH:12]=[C:11]([CH:23]=[CH2:24])[C:10]([CH:14]=[CH2:15])=[N:9][CH:8]=1)([CH3:4])([CH3:3])[CH3:2] |f:1.2.3,5.6|. Reported procedure: A mixture of 5-chloro-6-vinyl-nicotinic acid tert.-butyl ester (2.0 g), Cs2CO3 (3.4 g), tri(tert.-butyl)phosphine (0.04 eq.), tris(dibenzylidenacetone)dipalladium (0.02 eq.), and 2,4,6-trivinylcyclotriboroxane pyridine complex (2.0 g) in dioxane (30 mL) is degassed and heated at 100° C. for 15 h. The mixture is cooled to rt, and diluted with diethyl ether (200 mL). The mixture is extracted with 1M aq. NaOH (2×50 mL) and brine (50 mL). The org. phase is dried (Na2SO4), filtered and evaporated. Th... Reactants: [H-].[Na+] (Sodium hydride), N1C(=CC2=CC=CN=C12)C=O (7-Azaindole-2-carboxaldehyde), CN(C)C=O (DMF), CS(=O)(=O)Cl (Methanesulfonyl chloride). Solvent: C(C)(=O)OCC (ethyl acetate). Run at time 15 minute. Product: CS(=O)(=O)N1C=C(C=2C1=NC=CC2)C=O (1-methanesulfonyl-1H-pyrrolo[2,3-b]pyridine-3-carbaldehyde). The yield is 80.0%. RXN SMILES: [NH:1]1[C:9]2[C:4](=[CH:5][CH:6]=[CH:7][N:8]=2)[CH:3]=[C:2]1C=O.[H-].[Na+].[CH3:14][S:15](Cl)(=[O:17])=[O:16].CN([CH:22]=[O:23])C>C(OCC)(=O)C>[CH3:14][S:15]([N:1]1[C:9]2=[N:8][CH:7]=[CH:6][CH:5]=[C:4]2[C:3]([CH:22]=[O:23])=[CH:2]1)(=[O:17])=[O:16] |f:1.2|. Reported procedure: 7-Azaindole-2-carboxaldehyde (2.31 g, 15.8 mmoles) from step 1 was dissolved in DMF (50 ml). Sodium hydride (0.76 g, 19 mmol) was added and the reaction was stirred at room temperature for 15 min. Methanesulfonyl chloride (1.8 ml, 24 mmoles) was added and the reaction was stirred for 3 h. The reaction mixture was diluted with ethyl acetate and washed trice with 5% lithium chloride solution, then brine. The organic layer was dried (magnesium sulfate) and concentrated to provide 1-methanesulfonyl-... Starting materials: CCOC(=O)NC(=O)C(C#N)=C(C)OCC, Cc1cccc(C)c1N, CCO. The product is CCOC(=O)NC(=O)C(C#N)=C(C)Nc1c(C)cccc1C. Reaction SMILES: [C:1](#[N:2])[C:3]([C:4](=[O:5])[NH:6][C:7](=[O:8])[O:9][CH2:10][CH3:11])=[C:12]([CH3:13])[O:14][CH2:15][CH3:16].[CH3:17][c:18]1[cH:19][cH:20][cH:21][c:22]([CH3:23])[c:24]1[NH2:25].[CH3:26][CH2:27][OH:28]>>[C:1](#[N:2])[C:3]([C:4](=[O:5])[NH:6][C:7](=[O:8])[O:9][CH2:10][CH3:11])=[C:12]([CH3:13])[NH:25][c:24]1[c:18]([CH3:17])[cH:19][cH:20][cH:21][c:22]1[CH3:23]. Starting materials: C(C#CC)OC=1C=C(C=O)C=CC1OC(F)F (3-(but-2-ynyloxy)-4-difluoromethoxybenzaldehyde), C(CC(=O)O)(=O)O (malonic acid), Cl (HCl). Isolated yield 61.2%. Solvent: N1CCCCC1 (piperidine), N1=CC=CC=C1 (pyridine). The product is C(C#CC)OC=1C=C(C=CC1OC(F)F)/C=C/C(=O)O ((E)-3-(3-(but-2-ynyloxy)-4-difluoromethoxyphenyl)-2-propenoic acid). Reaction SMILES: [CH2:1]([O:5][C:6]1[CH:7]=[C:8]([CH:11]=[CH:12][C:13]=1[O:14][CH:15]([F:17])[F:16])[CH:9]=O)[C:2]#[C:3][CH3:4].C(O)(=O)[CH2:19][C:20]([OH:22])=[O:21].Cl>N1CCCCC1.N1C=CC=CC=1>[CH2:1]([O:5][C:6]1[CH:7]=[C:8](/[CH:9]=[CH:19]/[C:20]([OH:22])=[O:21])[CH:11]=[CH:12][C:13]=1[O:14][CH:15]([F:17])[F:16])[C:2]#[C:3][CH3:4]. Reported procedure: A solution of 3-(but-2-ynyloxy)-4-difluoromethoxybenzaldehyde (0.53 g, 2.2 mmol) and malonic acid (0.34 g, 3.3 mmol) in a mixture of piperidine (0.2 mL) and pyridine (5.0 mL) was heated to 120° C. and stirred for 16 h. The mixture was cooled to rt and acidified with 1 M HCl. The crude product was collected by filtration and recrystallised from acetonitrile to give (E)-3-(3-(but-2-ynyloxy)-4-difluoromethoxyphenyl)-2-propenoic acid (0.38 g, 61%) as a colourless crystalline solid; mp 206-208° C.; δ... Conditions: temperature 120 celsius, time 16 hour.